Dataset: the Open Reaction Database (ORD), a public repository of structured organic reaction records. Task: describe an organic reaction: reactants, conditions, products, and yield Reactants: BrCc1ccccc1, [H-], [Na+], CN(C)C=O, CC(=O)c1ccccc1O. The product is CC(=O)c1ccccc1OCc1ccccc1. Reaction SMILES: [Br:13][CH2:14][c:15]1[cH:16][cH:17][cH:18][cH:19][cH:20]1.[H-:12].[Na+:11].[O:21]=[CH:22][N:23]([CH3:24])[CH3:25].[OH:1][c:2]1[c:3]([C:8]([CH3:9])=[O:10])[cH:4][cH:5][cH:6][cH:7]1>>[O:1]([c:2]1[c:3]([C:8]([CH3:9])=[O:10])[cH:4][cH:5][cH:6][cH:7]1)[CH2:14][c:15]1[cH:16][cH:17][cH:18][cH:19][cH:20]1. Starting materials: C([O-])(O)=O.[Na+] (sodium bicarbonate), C(C1=CC=CC=C1)N1CC2=C(CC1)C=1C(=NC(=C(C1C1=CC(=C(C=C1)OC(C)C)OC)Cl)CN1C(CCC1)=O)S2 (7-benzyl-3-chloro-4-(4-isopropoxy-3-methoxyphenyl)-2-(2-oxo-1-pyrrolidinylmethyl)-5,6,7,8-tetrahydrothieno[2,3-b:5,4-c']dipyridine). The reagents and catalysts are [Ti](Cl)(Cl)(Cl)Cl (titanium tetrachloride). Run in ClCCl (dichloromethane), ClCCl (dichloromethane). Reaction conditions: temperature 0 celsius, time 1.5 hour. Yields the product C(C1=CC=CC=C1)N1CC2=C(CC1)C=1C(=NC(=C(C1C1=CC(=C(C=C1)O)OC)Cl)CN1C(CCC1)=O)S2 (7-benzyl-3-chloro-4-(4-hydroxy-3-methoxyphenyl)-2-(2-oxo-1-pyrrolidinylmethyl)-5,6,7,8-tetrahydrothieno[2,3-b:5,4-c']dipyridine). The yield is 25.3%. Reaction SMILES: [CH2:1]([N:8]1[CH2:13][CH2:12][C:11]2[C:14]3[C:15]([S:40][C:10]=2[CH2:9]1)=[N:16][C:17]([CH2:33][N:34]1[CH2:38][CH2:37][CH2:36][C:35]1=[O:39])=[C:18]([Cl:32])[C:19]=3[C:20]1[CH:25]=[CH:24][C:23]([O:26]C(C)C)=[C:22]([O:30][CH3:31])[CH:21]=1)[C:2]1[CH:7]=[CH:6][CH:5]=[CH:4][CH:3]=1.C(=O)(O)[O-].[Na+]>ClCCl.[Ti](Cl)(Cl)(Cl)Cl>[CH2:1]([N:8]1[CH2:13][CH2:12][C:11]2[C:14]3[C:15]([S:40][C:10]=2[CH2:9]1)=[N:16][C:17]([CH2:33][N:34]1[CH2:38][CH2:37][CH2:36][C:35]1=[O:39])=[C:18]([Cl:32])[C:19]=3[C:20]1[CH:25]=[CH:24][C:23]([OH:26])=[C:22]([O:30][CH3:31])[CH:21]=1)[C:2]1[CH:3]=[CH:4][CH:5]=[CH:6][CH:7]=1 |f:1.2|. Procedure: A solution of titanium tetrachloride (6.3 g) in dichloromethane (10 ml) was added dropwise to a solution of the compound (3.8 g) obtained in Example 23B in dichloromethane (75 ml) under ice-cooling, and the mixture was stirred at 0° C. for 1.5 hours. The reaction mixture was poured over ice-aqueous saturated solution of sodium bicarbonate and the insoluble was filtered off, the organic layer was washed with water, dried (MgSO4) and concentrated under reduced pressure. The residue was subjected t... Reactants: O=S(=O)(Cl)Cc1ccccc1, C1COCCO1, CCOC(C)=O, Nc1cccc(-n2c(=O)c(Cc3ccccc3)nc3cccnc32)c1, O, c1ccncc1. Yields the product O=c1c(Cc2ccccc2)nc2cccnc2n1-c1cccc(NS(=O)(=O)Cc2ccccc2)c1. RXN SMILES: [CH2:26]([c:27]1[cH:28][cH:29][cH:30][cH:31][cH:32]1)[S:33](=[O:34])(=[O:35])[Cl:36].[CH2:49]1[O:50][CH2:51][CH2:52][O:53][CH2:54]1.[CH3:43][CH2:44][O:45][C:46](=[O:47])[CH3:48].[NH2:1][c:2]1[cH:3][c:4](-[n:8]2[c:9]3[c:10]([n:11][c:12]([CH2:15][c:16]4[cH:17][cH:18][cH:19][cH:20][cH:21]4)[c:13]2=[O:14])[cH:22][cH:23][cH:24][n:25]3)[cH:5][cH:6][cH:7]1.[OH2:55].[cH:37]1[cH:38][cH:39][n:40][cH:41][cH:42]1>>[NH:1]([c:2]1[cH:3][c:4](-[n:8]2[c:9]3[c:10]([n:11][c:12]([CH2:15][c:16]4[cH:17][cH:18][cH:19][cH:20][cH:21]4)[c:13]2=[O:14])[cH:22][cH:23][cH:24][n:25]3)[cH:5][cH:6][cH:7]1)[S:33]([CH2:26][c:27]1[cH:28][cH:29][cH:30][cH:31][cH:32]1)(=[O:34])=[O:35]. The reactants are CC1CCN(C(=O)OC(C)(C)C)CC1O, C1CCOC1, O=C1NC(=O)c2ccccc21, CC(C)OC(=O)N=NC(=O)OC(C)C. Yields the product CC1CCN(C(=O)OC(C)(C)C)CC1N1C(=O)c2ccccc2C1=O. RXN SMILES: [C:1]([CH3:2])([CH3:3])([CH3:4])[O:5][C:6](=[O:7])[N:8]1[CH2:9][CH:10]([OH:15])[CH:11]([CH3:14])[CH2:12][CH2:13]1.[CH2:41]1[O:42][CH2:43][CH2:44][CH2:45]1.[O:16]=[C:17]1[NH:18][C:19](=[O:20])[c:21]2[cH:22][cH:23][cH:24][cH:25][c:26]21.[O:27]=[C:28]([O:29][CH:30]([CH3:31])[CH3:32])[N:33]=[N:34][C:35]([O:36][CH:37]([CH3:38])[CH3:39])=[O:40]>>[C:1]([CH3:2])([CH3:3])([CH3:4])[O:5][C:6](=[O:7])[N:8]1[CH2:9][CH:10]([N:18]2[C:17](=[O:16])[c:26]3[c:21]([cH:22][cH:23][cH:24][cH:25]3)[C:19]2=[O:20])[CH:11]([CH3:14])[CH2:12][CH2:13]1.